Task: describe an organic reaction: reactants, conditions, products, and yield. Dataset: the Open Reaction Database (ORD), a public repository of structured organic reaction records Reactants: C(C=1C(=CC=CC1)OC)C1=NN=C(O1)C1=C(C(=O)O)C=CC=C1 (2-[5-(2-Anisyl)-1,3,4-oxadiazole-2-yl] benzoic acid). Solvent: C1=CC=CC=C1.C(C)O (benzene ethanol). Yields the product C(C=1C(=CC=CC1)OC)C=1OC(=NN1)C1=C(C=CC=C1)C (2-Anisyl-5-(2-tolyl)-1,3,4-oxadiazole). RXN SMILES: [CH2:1]([C:10]1[O:14][C:13]([C:15]2[CH:23]=[CH:22][CH:21]=[CH:20][C:16]=2[C:17](O)=O)=[N:12][N:11]=1)[C:2]1[C:3]([O:8][CH3:9])=[CH:4][CH:5]=[CH:6][CH:7]=1>C1C=CC=CC=1.C(O)C>[CH2:1]([C:10]1[O:14][C:13]([C:15]2[CH:23]=[CH:22][CH:21]=[CH:20][C:16]=2[CH3:17])=[N:12][N:11]=1)[C:2]1[C:3]([O:8][CH3:9])=[CH:4][CH:5]=[CH:6][CH:7]=1 |f:1.2|. Reported procedure: 2-[5-(2-Anisyl)-1,3,4-oxadiazole-2-yl] benzoic acid, M.P. 157°-160° (benzene/ethanol) wt., 1.7 g (17.9%). (Found: C, 66.22, 65.42; H, 4.46, 4.46; N, 9.68, 9.97. C16H12N2O4 requires C, 64.86; H, 4.08; N, 9.46.) Starting materials: Cl.C(C)OC(=O)C(CCC1=CC=CC=C1)NC1CCCC2N(C1=O)C(CS2)C(=O)O (6-[[1-(ethoxycarbonyl)-3-phenylpropyl]amino]octahydro-5-oxothiazolo[3,2-a]azepine-3-carboxylic acid hydrochloride), ClC=1C=C(C(=O)OO)C=CC1 (meta-chloroperoxybenzoic acid), sulfoxides. The solvent is C(C)O (ethanol). Run at time 3 hour. Yields the product C(C)OC(=O)C(CCC1=CC=CC=C1)NC1CCCC2N(C1=O)C(CS2=O)C(=O)O (6-[[1-(Ethoxycarbonyl)-3-phenylpropyl]amino]octahydro-1-oxo-5-oxothiazolo[3,2-a]azepine-3-carboxylic acid). RXN SMILES: Cl.[CH2:2]([O:4][C:5]([CH:7]([NH:16][CH:17]1[C:23](=[O:24])[N:22]2[CH:25]([C:28]([OH:30])=[O:29])[CH2:26][S:27][CH:21]2[CH2:20][CH2:19][CH2:18]1)[CH2:8][CH2:9][C:10]1[CH:15]=[CH:14][CH:13]=[CH:12][CH:11]=1)=[O:6])[CH3:3].ClC1C=C(C=CC=1)C(OO)=[O:36]>C(O)C>[CH2:2]([O:4][C:5]([CH:7]([NH:16][CH:17]1[C:23](=[O:24])[N:22]2[CH:25]([C:28]([OH:30])=[O:29])[CH2:26][S:27](=[O:36])[CH:21]2[CH2:20][CH2:19][CH2:18]1)[CH2:8][CH2:9][C:10]1[CH:11]=[CH:12][CH:13]=[CH:14][CH:15]=1)=[O:6])[CH3:3] |f:0.1|. Reported procedure: To a solution of [3R-[3α,6α(S*R*),9aα]]-6-[[1-(ethoxycarbonyl)-3-phenylpropyl]amino]octahydro-5-oxothiazolo[3,2-a]azepine-3-carboxylic acid hydrochloride (1 mmole) in 50 ml of absolute ethanol at 0° under nitrogen, purified meta-chloroperoxybenzoic acid (1.05 mmole) can be added. The reaction mixture can be stirred for 3 hours at 0° and then absorbed onto a Dowex 50 X-2 ion-exchange column. Elution with ethanol-water (1:1) and then 4% pyridine-water will permit recovery of the product. The produ... Reactants: COC(=O)Oc1ccc(F)c(NC(=O)c2cc(C)nn2C)c1, CO, Cl, [Na+], [OH-]. Yields the product Cc1cc(C(=O)Nc2cc(O)ccc2F)n(C)n1. RXN SMILES: [C:1]([O:2][c:3]1[cH:4][c:5]([NH:10][C:11](=[O:12])[c:13]2[cH:14][c:15]([CH3:19])[n:16][n:17]2[CH3:18])[c:6]([F:9])[cH:7][cH:8]1)(=[O:20])[O:21][CH3:22].[CH3:26][OH:27].[ClH:25].[Na+:24].[OH-:23]>>[OH:2][c:3]1[cH:4][c:5]([NH:10][C:11](=[O:12])[c:13]2[cH:14][c:15]([CH3:19])[n:16][n:17]2[CH3:18])[c:6]([F:9])[cH:7][cH:8]1. Reactants: COC(=O)c1ccc(OC)cc1OS(=O)(=O)C(F)(F)F, C#CC1CC1, [Cu]I, CN(C)C=O, Cl[Pd]Cl, c1ccc(P(c2ccccc2)c2ccccc2)cc1, c1ccc(P(c2ccccc2)c2ccccc2)cc1. Yields the product COC(=O)c1ccc(OC)cc1C#CC1CC1. Reaction SMILES: [CH3:1][O:2][c:3]1[cH:4][c:5]([O:13][S:14]([C:15]([F:16])([F:17])[F:18])(=[O:19])=[O:20])[c:6]([C:7](=[O:8])[O:9][CH3:10])[cH:11][cH:12]1.[CH:21]1([C:24]#[CH:25])[CH2:22][CH2:23]1.[Cu:72][I:73].[O:26]=[CH:27][N:28]([CH3:29])[CH3:30].[Pd:31]([Cl:32])[Cl:33].[c:34]1([P:35]([c:36]2[cH:37][cH:38][cH:39][cH:40][cH:41]2)[c:42]2[cH:43][cH:44][cH:45][cH:46][cH:47]2)[cH:48][cH:49][cH:50][cH:51][cH:52]1.[c:53]1([P:54]([c:55]2[cH:56][cH:57][cH:58][cH:59][cH:60]2)[c:61]2[cH:62][cH:63][cH:64][cH:65][cH:66]2)[cH:67][cH:68][cH:69][cH:70][cH:71]1>>[CH3:1][O:2][c:3]1[cH:4][c:5]([C:25]#[C:24][CH:21]2[CH2:22][CH2:23]2)[c:6]([C:7](=[O:8])[O:9][CH3:10])[cH:11][cH:12]1. Starting materials: C(C)(=O)OC1=C(C=CC2=C(C=CC=C12)NC(=O)C)S(=O)(=O)O (1-acetoxy-5-acetaminonaphthalene-2-sulfonic acid), S1(=O)(=O)CCCC1 (sulfolane), P(=O)(Cl)(Cl)Cl (phosphorus oxychloride). The solvent is ice water. Reaction conditions: temperature 40 celsius. The product is C(C)(=O)OC1=C(C=CC2=C(C=CC=C12)NC(=O)C)S(=O)(=O)Cl (1-acetoxy-5-acetaminonaphthalene-2-sulfonyl chloride). Isolated yield 81.0%. RXN SMILES: [C:1]([O:4][C:5]1[C:14]2[C:9](=[C:10]([NH:15][C:16]([CH3:18])=[O:17])[CH:11]=[CH:12][CH:13]=2)[CH:8]=[CH:7][C:6]=1[S:19]([OH:22])(=O)=[O:20])(=[O:3])[CH3:2].S1(CCCC1)(=O)=O.P(Cl)(Cl)([Cl:32])=O>>[C:1]([O:4][C:5]1[C:14]2[C:9](=[C:10]([NH:15][C:16]([CH3:18])=[O:17])[CH:11]=[CH:12][CH:13]=2)[CH:8]=[CH:7][C:6]=1[S:19]([Cl:32])(=[O:22])=[O:20])(=[O:3])[CH3:2]. Procedure: 100 g of 1-acetoxy-5-acetaminonaphthalene-2-sulfonic acid was added to 500 ml of sulfolane, and 200 ml of phosphorus oxychloride was dropwise added thereto at 40° C. while stirring. After continuing stirring for about 1 hour, the reaction mixture was poured into 2 liters of ice water, and the precipitated crystals were collected by filtration, washed with water until the filtrate did not show acidity, and air-dried as such for 24 hours to obtain 70 g (81% yield) of product. Product: NC1=CC=C(OCCN(C)CCC2=CC=C(C=C2)N)C=C1 (1-(4-Aminophenoxy)-2-[N-(4-aminophenethyl)-N-methylamino]ethane). Reagents/catalysts: [Ni] (Raney nickel). Reactants: [N+](=O)([O-])C1=CC=C(OCCN(CCC2=CC=C(C=C2)[N+](=O)[O-])C)C=C1 (1-(4-nitrophenoxy)-2-[N-methyl-N-(4-nitrophenethyl)amino]ethane), [H][H] (hydrogen). Procedure: A solution of 1-(4-nitrophenoxy)-2-[N-methyl-N-(4-nitrophenethyl)amino]ethane (1.5 g) in ethanol (100 ml) was stirred for hours at room temperature under three atmospheres of hydrogen in the presence of Raney nickel ("Nicat 102"-Trade Mark). The reaction mixture was filtered and evaporated to dryness. The residual oil was re-dissolved in ether, filtered and evaporated to give a yellow solid (1.1 g), which was crystallised from ethyl acetate/60°-80° petroleum ether to give the title compound, (0.... RXN SMILES: [N+:1]([C:4]1[CH:25]=[CH:24][C:7]([O:8][CH2:9][CH2:10][N:11]([CH3:23])[CH2:12][CH2:13][C:14]2[CH:19]=[CH:18][C:17]([N+:20]([O-])=O)=[CH:16][CH:15]=2)=[CH:6][CH:5]=1)([O-])=O.[H][H]>C(O)C.[Ni]>[NH2:1][C:4]1[CH:25]=[CH:24][C:7]([O:8][CH2:9][CH2:10][N:11]([CH2:12][CH2:13][C:14]2[CH:15]=[CH:16][C:17]([NH2:20])=[CH:18][CH:19]=2)[CH3:23])=[CH:6][CH:5]=1. Isolated yield 88.7%. The solvent is C(C)O (ethanol). Starting materials: [OH-].[Na+] (sodium hydroxide), O (water), NC=1C(=CC(=C(C1)O)Cl)F (5-amino-2-chloro-4-fluorophenol), CS(=O)(=O)OC1CCCC1 (cyclopentyl methanesulfonate). Reagents/catalysts: [Br-].C(CCC)[N+](CCCC)(CCCC)CCCC (tetrabutylammonium bromide). The solvent is solution, C1(=CC=CC=C1)C (toluene). Run at temperature 80 celsius. The product is ClC1=CC(=C(N)C=C1OC1CCCC1)F (4-chloro-5-cyclopentyloxy-2-fluoroaniline). Isolated yield 95.3%. As a reaction SMILES: [NH2:1][C:2]1[C:3]([F:10])=[CH:4][C:5]([Cl:9])=[C:6]([OH:8])[CH:7]=1.CS(O[CH:16]1[CH2:20][CH2:19][CH2:18][CH2:17]1)(=O)=O.[OH-].[Na+].O>[Br-].C([N+](CCCC)(CCCC)CCCC)CCC.C1(C)C=CC=CC=1>[Cl:9][C:5]1[C:6]([O:8][CH:16]2[CH2:20][CH2:19][CH2:18][CH2:17]2)=[CH:7][C:2]([NH2:1])=[C:3]([F:10])[CH:4]=1 |f:2.3,5.6|. Reported procedure: A three-necked flask (500 cc) equipped with a mechanical stirrer was charged with 5-amino-2-chloro-4-fluorophenol (10.0 g, 61.9 mmol), cyclopentyl methanesulfonate (10.3 g, 62.9 mmol) and tetrabutylammonium bromide (0.51 g, 1.58 mmol) to prepare a solution in toluene (50 mL). Subsequently, 48% sodium hydroxide in aqueous solution (30 mL) was added slowly and the mixture was stirred under heating at 80° C. for 2 h. After completion of the reaction, the reaction mixture was cooled to room temperat...